Dataset: the Open Reaction Database (ORD), a public repository of structured organic reaction records. Task: describe an organic reaction: reactants, conditions, products, and yield The reactants are BrC=1C=C(C(=O)O)C=CC1Cl (3-bromo-4-chlorobenzoic acid), Cl.O1CCOCC1 (HCl dioxane). Solvent: C(C)O (ethanol). Product: C(C)OC(C1=CC(=C(C=C1)Cl)Br)=O (3-Bromo-4-chlorobenzoic acid ethyl ester). RXN SMILES: [Br:1][C:2]1[CH:3]=[C:4]([CH:8]=[CH:9][C:10]=1[Cl:11])[C:5]([OH:7])=[O:6].Cl.O1CCO[CH2:15][CH2:14]1>C(O)C>[CH2:14]([O:6][C:5](=[O:7])[C:4]1[CH:8]=[CH:9][C:10]([Cl:11])=[C:2]([Br:1])[CH:3]=1)[CH3:15] |f:1.2|. Procedure: To a solution of 3-bromo-4-chlorobenzoic acid (5.0 g, 21 mmol) in 150 mL absolute ethanol was added 15 mL of 4N HCl/dioxane. The mixture was heated to reflux for 24 hours then cooled to ambient temperature and concentrated under reduced pressure. The residue was partitioned between ethyl acetate and H2O, and the separated organic phase was washed sequentially with saturated NaHCO3 solution, brine, dried (Na2SO4), filtered and concentrated under reduced pressure to provide the title compound. 1H ...